This data is from the Open Reaction Database (ORD), a public repository of structured organic reaction records. The task is: describe an organic reaction: reactants, conditions, products, and yield The reactants are CC1=NC=CC(=C1)C(CC(C1=C(C=CC=C1)C)C1=CC=C(C=C1)C1=CC=C(C=C1)C(=O)NCCC(=O)O)=O (3-({4′-[3-(2-methyl-pyridin-4-yl)-3-oxo-1-o-tolyl-propyl]-biphenyl-4-carbonyl}-amino)-propionic acid), Cl.NO (hydroxylamine hydrochloride), C(=O)(O)[O-].[Na+] (NaHCO3). Product: ON=C(CC(C1=C(C=CC=C1)C)C1=CC=C(C=C1)C1=CC=C(C=C1)C(=O)NCCC(=O)O)C1=CC(=NC=C1)C (3-({4′-[3-[Hydroxyimino]-3-(2-methyl-pyridin-4-yl)-1-o-tolyl-propyl]-biphenyl-4-carbonyl}-amino)-propionic acid). Reaction SMILES: [CH3:1][C:2]1[CH:7]=[C:6]([C:8](=O)[CH2:9][CH:10]([C:18]2[CH:23]=[CH:22][C:21]([C:24]3[CH:29]=[CH:28][C:27]([C:30]([NH:32][CH2:33][CH2:34][C:35]([OH:37])=[O:36])=[O:31])=[CH:26][CH:25]=3)=[CH:20][CH:19]=2)[C:11]2[CH:16]=[CH:15][CH:14]=[CH:13][C:12]=2[CH3:17])[CH:5]=[CH:4][N:3]=1.Cl.[NH2:40][OH:41].C([O-])(O)=O.[Na+]>>[OH:41][N:40]=[C:8]([C:6]1[CH:5]=[CH:4][N:3]=[C:2]([CH3:1])[CH:7]=1)[CH2:9][CH:10]([C:18]1[CH:23]=[CH:22][C:21]([C:24]2[CH:25]=[CH:26][C:27]([C:30]([NH:32][CH2:33][CH2:34][C:35]([OH:37])=[O:36])=[O:31])=[CH:28][CH:29]=2)=[CH:20][CH:19]=1)[C:11]1[CH:16]=[CH:15][CH:14]=[CH:13][C:12]=1[CH3:17] |f:1.2,3.4|. Procedure details: In analogy to example 74, step 7, from 3-({4′-[3-(2-methyl-pyridin-4-yl)-3-oxo-1-o-tolyl-propyl]-biphenyl-4-carbonyl}-amino)-propionic acid and hydroxylamine hydrochloride in the presence of NaHCO3 was prepared the title compound as a mixture of E and Z isomers (4:1) as a colorless oil, MS (ESI+): m/z=522.2376 ([M+H]+). The reactants are CCO, O=[N+]([O-])c1ccc(-c2ccccc2Cl)cc1O. Yields the product Nc1ccc(-c2ccccc2Cl)cc1O. Reaction SMILES: [CH3:18][CH2:19][OH:20].[N+:1]([O-:2])(=[O:3])[c:4]1[c:5]([OH:17])[cH:6][c:7](-[c:10]2[c:11]([Cl:16])[cH:12][cH:13][cH:14][cH:15]2)[cH:8][cH:9]1>>[NH2:1][c:4]1[c:5]([OH:17])[cH:6][c:7](-[c:10]2[c:11]([Cl:16])[cH:12][cH:13][cH:14][cH:15]2)[cH:8][cH:9]1.